This data is from the Open Reaction Database (ORD), a public repository of structured organic reaction records. The task is: describe an organic reaction: reactants, conditions, products, and yield Reported procedure: General procedure f from 40 (90%); dark oil; 1H NMR (400.13 MHz) δ 7.59 (s, 1H), 7.23 (d, J=4 Hz, 2H), 7.00 (s, 1H), 6.71 (d, J=4 Hz, 2H), 6.23 (s, 1H), 4.17 (d, J=7 Hz, 2H), 3.89 (s, 3H), 3.78 (d, J=7 Hz, 2H), 3.69 (s, 3H), 3.58 (m, 1H), 3.41 (s, 3H), 3.16 (m, 2H), 1.91 (m, 2H), 1.80 (m, 2H); MS (DCI/NH3) m/e: 415 (M+H)+. Product: COC1=CC(=C(C=C1OC)C=C(CN1C(CCC1)CO)C1=CC=C(C=C1)OC)[N+](=O)[O-] ({1-[3-(4,5-Dimethoxy-2-nitrophenyl)-2-(4-methoxyphenyl)-allyl]-pyrrolidin-2-yl}-methanol). As a reaction SMILES: [CH3:1][O:2][C:3]1[C:8]([O:9][CH3:10])=[CH:7][C:6]([CH:11]=[C:12]([C:22]2[CH:27]=[CH:26][C:25]([O:28][CH3:29])=[CH:24][CH:23]=2)[CH2:13][N:14]2[CH2:18][CH2:17][CH2:16][CH:15]2[C:19](O)=[O:20])=[C:5]([N+:30]([O-:32])=[O:31])[CH:4]=1.N>>[CH3:1][O:2][C:3]1[C:8]([O:9][CH3:10])=[CH:7][C:6]([CH:11]=[C:12]([C:22]2[CH:23]=[CH:24][C:25]([O:28][CH3:29])=[CH:26][CH:27]=2)[CH2:13][N:14]2[CH2:18][CH2:17][CH2:16][CH:15]2[CH2:19][OH:20])=[C:5]([N+:30]([O-:32])=[O:31])[CH:4]=1. Reactants: COC1=CC(=C(C=C1OC)C=C(CN1C(CCC1)C(=O)O)C1=CC=C(C=C1)OC)[N+](=O)[O-] (1-[3-(4,5-Dimethoxy-2-nitrophenyl)-2-(4-methoxyphenyl)-allyl]-pyrrolidine-2-carboxylic acid), N (NH3). Starting materials: CC1CNCC(C)N1, O=C(Nc1ccc(Cl)c(NC(=O)c2cccc(Cl)c2)c1)c1ccc(Cl)nc1. Yields the product CC1CN(c2ccc(C(=O)Nc3ccc(Cl)c(NC(=O)c4cccc(Cl)c4)c3)cn2)CC(C)N1. RXN SMILES: [CH3:28][CH:29]1[NH:30][CH:31]([CH3:35])[CH2:32][NH:33][CH2:34]1.[Cl:1][c:2]1[n:3][cH:4][c:5]([C:6](=[O:7])[NH:8][c:9]2[cH:10][c:11]([NH:16][C:17]([c:18]3[cH:19][c:20]([Cl:24])[cH:21][cH:22][cH:23]3)=[O:25])[c:12]([Cl:15])[cH:13][cH:14]2)[cH:26][cH:27]1>>[c:2]1([N:33]2[CH2:32][CH:31]([CH3:35])[NH:30][CH:29]([CH3:28])[CH2:34]2)[n:3][cH:4][c:5]([C:6](=[O:7])[NH:8][c:9]2[cH:10][c:11]([NH:16][C:17]([c:18]3[cH:19][c:20]([Cl:24])[cH:21][cH:22][cH:23]3)=[O:25])[c:12]([Cl:15])[cH:13][cH:14]2)[cH:26][cH:27]1. Reported procedure: Using 1-hydroxy-4-benzoyloxy-2,2,6,6-tetramethylpiperidine, prepared as described by: Kurumada T. et. al., loc. cit., and benzoyl chloride in a procedure otherwise similar to that for preparing the compound 101 gives an 83% yield of the compound 111 which is obtained in the form of colourless crystals; melting point. 138-140° C. (toluene/hexane). The product is C(C1=CC=CC=C1)(=O)OC1CC(N(C(C1)(C)C)OC(C1=CC=CC=C1)=O)(C)C (1-Benzoyloxy-2,2,6,6-tetramethylpiperidin-4-yl benzoate). Isolated yield 83.0%. The reactants are ON1C(CC(CC1(C)C)OC(C1=CC=CC=C1)=O)(C)C (1-hydroxy-4-benzoyloxy-2,2,6,6-tetramethylpiperidine), C(C1=CC=CC=C1)(=O)Cl (benzoyl chloride), compound 101. Reaction SMILES: [OH:1][N:2]1[C:7]([CH3:9])([CH3:8])[CH2:6][CH:5]([O:10][C:11](=[O:18])[C:12]2[CH:17]=[CH:16][CH:15]=[CH:14][CH:13]=2)[CH2:4][C:3]1([CH3:20])[CH3:19].[C:21](Cl)(=[O:28])[C:22]1[CH:27]=[CH:26][CH:25]=[CH:24][CH:23]=1>>[C:11]([O:10][CH:5]1[CH2:6][C:7]([CH3:9])([CH3:8])[N:2]([O:1][C:21](=[O:28])[C:22]2[CH:27]=[CH:26][CH:25]=[CH:24][CH:23]=2)[C:3]([CH3:20])([CH3:19])[CH2:4]1)(=[O:18])[C:12]1[CH:17]=[CH:16][CH:15]=[CH:14][CH:13]=1.